This data is from the Open Reaction Database (ORD), a public repository of structured organic reaction records. The task is: describe an organic reaction: reactants, conditions, products, and yield Reactants: O=C([O-])[O-], CCCCCC, CC1CCCCC1=O, [Na+], [Na+], O. The product is CC1CCCCC(=O)O1. Reaction SMILES: [C:10]([O-:11])(=[O:12])[O-:13].[CH3:16][CH2:17][CH2:18][CH2:19][CH2:20][CH3:21].[CH3:1][CH:2]1[C:3](=[O:8])[CH2:4][CH2:5][CH2:6][CH2:7]1.[Na+:14].[Na+:15].[OH2:9]>>[CH3:1][CH:2]1[CH2:7][CH2:6][CH2:5][CH2:4][C:3](=[O:8])[O:11]1. Reactants: crude product, C(C)(C)(C)OC(NC1=C(C=C(C(=C1)N(C)C)C(F)(F)F)N)=O ((2-amino-5-dimethylamino-4-trifluoromethyl-phenyl)-carbamic acid tert-butyl ester), C(C)(C)(C)OC(CC(=O)C1=CC(=CC=C1)C=1N=NC(=C(N1)C)C)=O (3-[3-(5,6-dimethyl-[1,2,4]triazin-3-yl)-phenyl]-3-oxo-propionic acid tert-butyl ester). Yields the product CN(C1=CC2=C(NC(CC(=N2)C2=CC(=CC=C2)C=2N=NC(=C(N2)C)C)=O)C=C1C(F)(F)F)C (7-Dimethylamino-4-[3-(5,6-dimethyl-[1,2,4]triazin-3-yl)-phenyl]-8-trifluoromethyl-1,3-dihydro-benzo[b][1,4]diazepin-2-one), solid. Reaction SMILES: C(OC(=O)[NH:7][C:8]1[CH:13]=[C:12]([N:14]([CH3:16])[CH3:15])[C:11]([C:17]([F:20])([F:19])[F:18])=[CH:10][C:9]=1[NH2:21])(C)(C)C.C(O[C:28](=[O:46])[CH2:29][C:30]([C:32]1[CH:37]=[CH:36][CH:35]=[C:34]([C:38]2[N:39]=[N:40][C:41]([CH3:45])=[C:42]([CH3:44])[N:43]=2)[CH:33]=1)=O)(C)(C)C>>[CH3:15][N:14]([CH3:16])[C:12]1[C:11]([C:17]([F:18])([F:19])[F:20])=[CH:10][C:9]2[NH:21][C:28](=[O:46])[CH2:29][C:30]([C:32]3[CH:37]=[CH:36][CH:35]=[C:34]([C:38]4[N:39]=[N:40][C:41]([CH3:45])=[C:42]([CH3:44])[N:43]=4)[CH:33]=3)=[N:7][C:8]=2[CH:13]=1. Reported procedure: The title compound was prepared from (2-amino-5-dimethylamino-4-trifluoromethyl-phenyl)-carbamic acid tert-butyl ester (Example J1) (160 mg, 0.5 mmol) and 3-[3-(5,6-dimethyl-[1,2,4]triazin-3-yl)-phenyl]-3-oxo-propionic acid tert-butyl ester (Example K47) (180 mg, 0.55 mmol) according to the general procedure M and subsequent treatment of the crude product according to the general procedure N. Obtained as a light yellow solid (26 mg). Reaction SMILES: [CH3:14][OH:15].[F:1][c:2]1[cH:3][c:4]([C:5]#[N:6])[cH:7][c:8]([F:10])[cH:9]1.[H:11][H:12].[NH3:13]>>[F:1][c:2]1[cH:3][c:4]([CH2:5][NH2:6])[cH:7][c:8]([F:10])[cH:9]1. The reactants are CO, N#Cc1cc(F)cc(F)c1, [H][H], N. The product is NCc1cc(F)cc(F)c1. The reactants are C1(=CC=CC=C1)C1(C(N(CC1CO)C(C)C)=O)C1=CC=CC=C1 (3,3-diphenyl-4-hydroxymethyl-1-isopropyl-2-pyrrolidinone), [OH-].[Na+] (sodium hydroxide), S(=O)(Cl)Cl (thionyl chloride), N1=CC=CC=C1 (pyridine). Run in C(Cl)(Cl)Cl (chloroform). The product is ClCC1C(C(N(C1)C(C)C)=O)(C1=CC=CC=C1)C1=CC=CC=C1 (4-Chloromethyl-3,3-diphenyl-1-isopropyl-2-pyrrolidinone). RXN SMILES: [C:1]1([C:7]2([C:18]3[CH:23]=[CH:22][CH:21]=[CH:20][CH:19]=3)[CH:11]([CH2:12]O)[CH2:10][N:9]([CH:14]([CH3:16])[CH3:15])[C:8]2=[O:17])[CH:6]=[CH:5][CH:4]=[CH:3][CH:2]=1.S(Cl)([Cl:26])=O.N1C=CC=CC=1.[OH-].[Na+]>C(Cl)(Cl)Cl>[Cl:26][CH2:12][CH:11]1[CH2:10][N:9]([CH:14]([CH3:16])[CH3:15])[C:8](=[O:17])[C:7]1([C:18]1[CH:23]=[CH:22][CH:21]=[CH:20][CH:19]=1)[C:1]1[CH:6]=[CH:5][CH:4]=[CH:3][CH:2]=1 |f:3.4|. Procedure details: A solution of 43 g. (0.14 mole) of 3,3-diphenyl-4-hydroxymethyl-1-isopropyl-2-pyrrolidinone in 250 ml. of chloroform was treated with 33 g. (0.28 mole) of thionyl chloride over a one minute period followed by the dropwise addition of 22 g. (0.23 mole) of pyridine over a 30 minute period. The mixture was refluxed 18 hours and then poured onto ice. The cold mixture was made basic by the addition of sodium hydroxide. The chloroform layer was separated, dried over sodium sulfate and concentrated. Th...